The task is: describe an organic reaction: reactants, conditions, products, and yield. This data is from the Open Reaction Database (ORD), a public repository of structured organic reaction records. Yields the product Cc1sc(-c2ccccc2)nc1COc1ccc(COc2ncccc2C=O)cc1. RXN SMILES: [CH2:39]([Al+:40][CH2:41][CH:42]([CH3:43])[CH3:44])[CH:45]([CH3:46])[CH3:47].[CH3:1][c:2]1[c:3]([CH2:13][O:14][c:15]2[cH:16][cH:17][c:18]([CH2:19][O:20][c:21]3[c:22]([C:23]#[N:24])[cH:25][cH:26][cH:27][n:28]3)[cH:29][cH:30]2)[n:4][c:5](-[c:7]2[cH:8][cH:9][cH:10][cH:11][cH:12]2)[s:6]1.[CH3:31][c:32]1[cH:33][cH:34][cH:35][cH:36][cH:37]1.[CH3:50][CH2:51][O:52][C:53](=[O:54])[CH3:55].[CH3:56][CH2:57][CH2:58][CH2:59][CH2:60][CH3:61].[Cl-:48].[H-:38].[NH4+:49]>>[CH3:1][c:2]1[c:3]([CH2:13][O:14][c:15]2[cH:16][cH:17][c:18]([CH2:19][O:20][c:21]3[c:22]([CH:23]=[O:52])[cH:25][cH:26][cH:27][n:28]3)[cH:29][cH:30]2)[n:4][c:5](-[c:7]2[cH:8][cH:9][cH:10][cH:11][cH:12]2)[s:6]1. The reactants are CC(C)C[Al+]CC(C)C, Cc1sc(-c2ccccc2)nc1COc1ccc(COc2ncccc2C#N)cc1, Cc1ccccc1, CCOC(C)=O, CCCCCC, [Cl-], [H-], [NH4+]. Starting materials: C(C)OC(COC1=C(C=C(C=C1)SCC=C(C1=CC=C(C=C1)C=1C=NC=CC1)C1=CC=C(C=C1)C=1C=NC=CC1)C(F)(F)F)=O ({4-[3,3-bis-(4-pyridin-3-yl-phenyl)-allylsulfanyl]-2-trifluoromethyl-phenoxy}-acetic acid ethyl ester). Solvent: C(C)O (ethanol), [OH-].[Na+] (NaOH). Product: N1=CC(=CC=C1)C1=CC=C(C=C1)C(=CCSC1=CC(=C(OCC(=O)O)C=C1)C(F)(F)F)C1=CC=C(C=C1)C=1C=NC=CC1 ({4-[3,3-Bis-(4-pyridin-3-yl-phenyl)-allylsulfanyl]-2-trifluoromethyl-phenoxy}-acetic acid). As a reaction SMILES: C([O:3][C:4](=[O:45])[CH2:5][O:6][C:7]1[CH:12]=[CH:11][C:10]([S:13][CH2:14][CH:15]=[C:16]([C:29]2[CH:34]=[CH:33][C:32]([C:35]3[CH:36]=[N:37][CH:38]=[CH:39][CH:40]=3)=[CH:31][CH:30]=2)[C:17]2[CH:22]=[CH:21][C:20]([C:23]3[CH:24]=[N:25][CH:26]=[CH:27][CH:28]=3)=[CH:19][CH:18]=2)=[CH:9][C:8]=1[C:41]([F:44])([F:43])[F:42])C>C(O)C.[OH-].[Na+]>[N:25]1[CH:26]=[CH:27][CH:28]=[C:23]([C:20]2[CH:19]=[CH:18][C:17]([C:16]([C:29]3[CH:30]=[CH:31][C:32]([C:35]4[CH:36]=[N:37][CH:38]=[CH:39][CH:40]=4)=[CH:33][CH:34]=3)=[CH:15][CH2:14][S:13][C:10]3[CH:11]=[CH:12][C:7]([O:6][CH2:5][C:4]([OH:45])=[O:3])=[C:8]([C:41]([F:44])([F:42])[F:43])[CH:9]=3)=[CH:22][CH:21]=2)[CH:24]=1 |f:2.3|. Procedure: A solution of {4-[3,3-bis-(4-pyridin-3-yl-phenyl)-allylsulfanyl]-2-trifluoromethyl-phenoxy}-acetic acid ethyl ester (70 mg, 0.1 mmol) in ethanol (10 ml) and 1N NaOH (0.5 ml) was stirred at 75° C. for 1 h. The reaction mixture was evaporated and the residue was treated with 1N HCl (0.7 ml) and extracted with methylene chloride (2×25 ml). The organic phases were dried and evaporated to give the title compound in 23 mg (34%) yield. Procedure: 3-tert-Butoxycarbonyloxy-6-(2,4-difluoro-phenoxy)-pyrazolo[3,4-d]pyrimidine-1-carboxylic acid tert-butyl ester was dissolved in a solution of NH3 in methanol (6 mL, 2 M) and stirred at room for 12 hours. The mixture was concentrated under reduced pressure to give 190 mg of 6-(2,4-difluoro-phenoxy)-3-hydroxy-pyrazolo[3,4-d]pyrimidine-1-carboxylic acid tert-butyl ester as a white solid residue that was used without purification in the next step. The product is C(C)(C)(C)OC(=O)N1N=C(C=2C1=NC(=NC2)OC2=C(C=C(C=C2)F)F)O (6-(2,4-difluoro-phenoxy)-3-hydroxy-pyrazolo[3,4-d]pyrimidine-1-carboxylic acid tert-butyl ester). Reaction SMILES: [C:1]([O:5][C:6]([N:8]1[C:12]2=[N:13][C:14]([O:17][C:18]3[CH:23]=[CH:22][C:21]([F:24])=[CH:20][C:19]=3[F:25])=[N:15][CH:16]=[C:11]2[C:10]([O:26]C(OC(C)(C)C)=O)=[N:9]1)=[O:7])([CH3:4])([CH3:3])[CH3:2]>N.CO>[C:1]([O:5][C:6]([N:8]1[C:12]2=[N:13][C:14]([O:17][C:18]3[CH:23]=[CH:22][C:21]([F:24])=[CH:20][C:19]=3[F:25])=[N:15][CH:16]=[C:11]2[C:10]([OH:26])=[N:9]1)=[O:7])([CH3:4])([CH3:2])[CH3:3]. The solvent is N (NH3), CO (methanol). Starting materials: C(C)(C)(C)OC(=O)N1N=C(C=2C1=NC(=NC2)OC2=C(C=C(C=C2)F)F)OC(=O)OC(C)(C)C (3-tert-Butoxycarbonyloxy-6-(2,4-difluoro-phenoxy)-pyrazolo[3,4-d]pyrimidine-1-carboxylic acid tert-butyl ester). Run at time 12 hour. Reactants: COC1=CC=C(C=C1)C=C1CS(CC(C1=O)=CC1=CC=C(C=C1)OC)(=O)=O (tetrahydro-3,5-bis(4-methoxyphenylmethylene)-4H-thiopyran-4-one-1,1-dioxide), NC=1SCCN1 (2-amino-2-thiazoline). The solvent is CCC(=O)C (MEK). The product is S1C(=NCC1)NC1(C(CS(CC1=CC1=CC=C(C=C1)OC)(=O)=O)=CC1=CC=C(C=C1)OC)O (4-[(4,5-Dihydro-2-thiazolyl)amino]tetrahydro-3,5-bis[(4-methoxyphenyl)methylene]thiopyran-4-ol-1,1-dioxide). The yield is 102.8%. RXN SMILES: [CH3:1][O:2][C:3]1[CH:8]=[CH:7][C:6]([CH:9]=[C:10]2[C:15](=[O:16])[C:14](=[CH:17][C:18]3[CH:23]=[CH:22][C:21]([O:24][CH3:25])=[CH:20][CH:19]=3)[CH2:13][S:12](=[O:27])(=[O:26])[CH2:11]2)=[CH:5][CH:4]=1.[NH2:28][C:29]1[S:30][CH2:31][CH2:32][N:33]=1>CCC(C)=O>[S:30]1[CH2:31][CH2:32][N:33]=[C:29]1[NH:28][C:15]1([OH:16])[C:10](=[CH:9][C:6]2[CH:5]=[CH:4][C:3]([O:2][CH3:1])=[CH:8][CH:7]=2)[CH2:11][S:12](=[O:26])(=[O:27])[CH2:13][C:14]1=[CH:17][C:18]1[CH:19]=[CH:20][C:21]([O:24][CH3:25])=[CH:22][CH:23]=1. Reported procedure: A stirred solution of tetrahydro-3,5-bis(4-methoxyphenylmethylene)-4H-thiopyran-4-one-1,1-dioxide (5.7 g, 0.014 mole) in 100 ml of MEK is treated with 2-amino-2-thiazoline (2.1 g, 0.020 mole). After heating at reflux for 1 hour the yellow mixture becomes colorless. After cooling for several hours, the product is filtered and washed with MEK and ether to give 7.0 g (97%) of colorless product, m.p. 194°-196°. The reactants are C1=CC=CC2=NC=C3C=CC=CC3=C12 (phenanthridine), [K] (potassium), PTFE, RO2800. Solvent: C(OC)COC (monoglyme). Product: C1=CC=CC2=NC=C3C=CC=CC3=C12.[K] (potassium phenanthridine). RXN SMILES: [CH:1]1[C:14]2[C:5](=[N:6][CH:7]=[C:8]3[C:13]=2[CH:12]=[CH:11][CH:10]=[CH:9]3)[CH:4]=[CH:3][CH:2]=1.[K:15]>C(COC)OC>[CH:1]1[C:14]2[C:5](=[N:6][CH:7]=[C:8]3[C:13]=2[CH:12]=[CH:11][CH:10]=[CH:9]3)[CH:4]=[CH:3][CH:2]=1.[K:15] |f:3.4,^1:14,35|. Reported procedure: A potassium phenanthridine (radical-anion complex) solution is prepared by adding about 3.5 g phenanthridine and about 0.75 g potassium metal to about 20 ml of monoglyme yielding a red-colored product. A sample of PTFE, PFA and RO2800 each immersed for 3 minutes in this bath show surface discoloration indicative of chemical modification as discussed hereinabove. Starting materials: FC1=CC=C(C=C1)C(=C(C(=O)O)N1N=NN=C1)C1=CC=C(C=C1)F (3,3-Bis(4-fluorophenyl)-2-(1H-tetrazol-1-yl)-2propenoic acid), C(C(=O)Cl)(=O)Cl (oxalyl chloride), [H-].[Al+3].[Li+].[H-].[H-].[H-] (lithium aluminum hydride). Reagents/catalysts: N1=CC=CC=C1 (pyridine). The solvent is C1=CC=CC=C1 (benzene). Reaction conditions: temperature -80 celsius, time 2 day. Product: FC1=CC=C(C=C1)C(=C(CO)N1N=NN=C1)C1=CC=C(C=C1)F (3,3-Bis(4-fluorophenyl)-2-(1H-tetrazol-1-Yl)-2-propenol). Yield: 88.7%. RXN SMILES: [F:1][C:2]1[CH:7]=[CH:6][C:5]([C:8]([C:18]2[CH:23]=[CH:22][C:21]([F:24])=[CH:20][CH:19]=2)=[C:9]([N:13]2[CH:17]=[N:16][N:15]=[N:14]2)[C:10](O)=[O:11])=[CH:4][CH:3]=1.C(Cl)(=O)C(Cl)=O.[H-].[Al+3].[Li+].[H-].[H-].[H-]>C1C=CC=CC=1.N1C=CC=CC=1>[F:1][C:2]1[CH:7]=[CH:6][C:5]([C:8]([C:18]2[CH:19]=[CH:20][C:21]([F:24])=[CH:22][CH:23]=2)=[C:9]([N:13]2[CH:17]=[N:16][N:15]=[N:14]2)[CH2:10][OH:11])=[CH:4][CH:3]=1 |f:2.3.4.5.6.7|. Procedure: The crude acid from Step A was suspended in 12 mL of dry benzene and the mixture was treated with 350 mL of oxalyl chloride. To this suspension was added one drop of pyridine and a very vigorous reaction was apparent The clear homogenous solution was warmed to reflux temperature for 10 minutes then kept at about 70° C. for 2 days under an argon atmosphere. Most of the solvents were evaporated under high vacuum and the semi-solid was dissolved in 6 mL of tetrahydrofuran. To this chilled (-80° C.,... Reactants: O=[N+]([O-])c1ccc(Oc2cccc(O)c2)c(Br)c1, ClCCl, CSCl, CSSC, Cl. The product is CSc1ccc(Oc2ccc([N+](=O)[O-])cc2Br)cc1O. Reaction SMILES: [Br:1][c:2]1[c:3]([O:4][c:5]2[cH:6][c:7]([OH:11])[cH:8][cH:9][cH:10]2)[cH:12][cH:13][c:14]([N+:16](=[O:17])[O-:18])[cH:15]1.[CH2:27]([Cl:28])[Cl:29].[CH3:19][S:20][Cl:21].[CH3:22][S:23][S:24][CH3:25].[Cl:26]>>[Br:1][c:2]1[c:3]([O:4][c:5]2[cH:6][c:7]([OH:11])[c:8]([S:20][CH3:19])[cH:9][cH:10]2)[cH:12][cH:13][c:14]([N+:16](=[O:17])[O-:18])[cH:15]1. Reactants: C(C(=O)OCC)(=O)OCC (diethyl oxalate), BrC1=CC(=C(C=C1F)N)N (4-bromo-5-fluoro-1,2-diaminobenzene). Product: BrC=1C=C2NC(C(NC2=CC1F)=O)=O (6-Bromo-7-fluoro-1,4-dihydro-2,3-quinoxalinedione), powdery brown solid. Yield: 67.0%. As a reaction SMILES: [C:1]([O:8]CC)(=O)[C:2]([O:4]CC)=O.[Br:11][C:12]1[C:17]([F:18])=[CH:16][C:15]([NH2:19])=[C:14]([NH2:20])[CH:13]=1>>[Br:11][C:12]1[CH:13]=[C:14]2[C:15](=[CH:16][C:17]=1[F:18])[NH:19][C:1](=[O:8])[C:2](=[O:4])[NH:20]2. Reported procedure: The title compound was prepared using an adaptation of the method of Cheeseman. (Cheeseman, G. W. H. J. Chem. Soc. 1171 (1962)). A mixture of diethyl oxalate (1.97 mL, 13.5 mmol) and 4-bromo-5-fluoro-1,2-diaminobenzene (277 mg, 1.35 mmol) was heated to reflux under N2 for 12 h. The reaction was allowed to cool to room temperature and the dark-brown solid collected by vacuum filtration and rinsed with ethanol (20 mL) and air dried to give 233 mg (67% ) of a powdery brown solid. A portion of this ... Starting materials: N1CCOCC1 (morpholine), [I-].CC1=[S+]C=CS1 (2-methyl-1,3-dithiolium iodide). The solvent is C(C)O (ethanol). Product: [I-].S1C(SC=C1)=[N+]1CCOCC1 (4-(1,3-dithiol-2-ylidene)morpholinium iodide). The yield is 66.4%. RXN SMILES: [NH:1]1[CH2:6][CH2:5][O:4][CH2:3][CH2:2]1.[I-:7].C[C:9]1[S:13][CH:12]=[CH:11][S+:10]=1>C(O)C>[I-:7].[S:10]1[CH:11]=[CH:12][S:13][C:9]1=[N+:1]1[CH2:6][CH2:5][O:4][CH2:3][CH2:2]1 |f:1.2,4.5|. Procedure: 1.0 g of morpholine and 2.8 g of 2-methyl-1,3-dithiolium iodide were treated in the same manner as in Example 26, and the product was recrystallized from ethanol, whereby 2.4 g (yield: 79.7%) of 4-(1,3-dithiol-2-ylidene)morpholinium iodide (Compound No. 29) was obtained as crystals having a melting point of from 257° to 258° C. Reactants: FC(C=1C=C(C=2C=CN(C2C1)COCC[Si](C)(C)C)C=O)(F)F (6-(trifluoromethyl)-1-((2-(trimethylsilyl)ethoxy)methyl)-1H-indole-4-carbaldehyde), [BH4-].[Na+] (sodium borohydride). The solvent is CO (methanol). Run at time 1 hour. Product: FC(C1=CC(=C2C=CN(C2=C1)COCC[Si](C)(C)C)CO)(F)F ((6-(Trifluoromethyl)-1-((2-(trimethylsilyl)ethoxy)methyl)-1H-indol-4-yl)methanol). As a reaction SMILES: [F:1][C:2]([F:23])([F:22])[C:3]1[CH:4]=[C:5]([CH:20]=[O:21])[C:6]2[CH:7]=[CH:8][N:9]([CH2:12][O:13][CH2:14][CH2:15][Si:16]([CH3:19])([CH3:18])[CH3:17])[C:10]=2[CH:11]=1.[BH4-].[Na+]>CO>[F:23][C:2]([F:1])([F:22])[C:3]1[CH:11]=[C:10]2[C:6]([CH:7]=[CH:8][N:9]2[CH2:12][O:13][CH2:14][CH2:15][Si:16]([CH3:17])([CH3:18])[CH3:19])=[C:5]([CH2:20][OH:21])[CH:4]=1 |f:1.2|. Reported procedure: A solution of 6-(trifluoromethyl)-1-((2-(trimethylsilyl)ethoxy)methyl)-1H-indole-4-carbaldehyde (0.95 g, 2.77 mmol) in methanol (20 ml) at 25° C. was treated with sodium borohydride (0.209 g, 5.53 mmol) and stirred for 1 h. The resulting solution was concentrated in vacuo, taken up in ethyl acetate, washed with brine, dried over sodium sulfate and re-concentrated to a light yellow oil. Column chromatography (ethyl acetate/hexanes gradient elution) afforded 0.91 g (95%) as a colorless oil. 1H-NMR...